This data is from the Open Reaction Database (ORD), a public repository of structured organic reaction records. The task is: describe an organic reaction: reactants, conditions, products, and yield Reactants: saturated saline solution, CC=1C=C(N)C=CC1C (3,4-dimethylaniline), C(OCC)([O-])[O-] (ethyl orthoformate), [N+](=O)([O-])N=C1NCCN1 (nitroiminoimidazolidine), CN1C(N(CC1)C)=O (1,3-dimethyl-2-imidazolidinone). Reagents/catalysts: S(O)(O)(=O)=O (sulfuric acid). Solvent: C(C)(=O)OCC (ethyl acetate). Reaction conditions: time 1 hour. Product: CC=1C=C(C=CC1C)N=CN1C(NCC1)=N[N+](=O)[O-] (1-(3,4-dimethylphenyliminomethyl)-2-nitroiminoimidazolidine). Isolated yield 44.5%. RXN SMILES: [CH3:1][C:2]1[CH:3]=[C:4]([CH:6]=[CH:7][C:8]=1[CH3:9])[NH2:5].C([O-])([O-])O[CH2:12][CH3:13].[N+:16]([N:19]=[C:20]1[NH:24]C[CH2:22][NH:21]1)([O-:18])=[O:17].CN1CCN(C)C1=O>S(=O)(=O)(O)O.C(OCC)(=O)C>[CH3:1][C:2]1[CH:3]=[C:4]([N:5]=[CH:22][N:21]2[CH2:13][CH2:12][NH:24][C:20]2=[N:19][N+:16]([O-:18])=[O:17])[CH:6]=[CH:7][C:8]=1[CH3:9]. Procedure details: A mixture of 60.6 g of 3,4-dimethylaniline, 200 g of ethyl orthoformate and 0.05 g of sulfuric acid was placed in a reactor equipped with Dean's stark tube and agitated at 140° to 165° C. for about 1 hour. After concentration of the reaction solution under reduced pressure, 45 g of nitroiminoimidazolidine and 70 g of 1,3-dimethyl-2-imidazolidinone were added and agitated at 140° to 160° C. for 2 hours. The reaction mixture was poured into 200 ml of a saturated saline solution, to which 150 ml of... The reactants are CS(=O)(=O)N(C)S(=O)(=O)NC(OCC)=O (ethyl (N-methylsulfonyl-N-methylamino)sulfonylcarbamate), NC1=NC(=CC(=N1)OC)OC (2-amino-4,6-dimethoxypyrimidine). Solvent: ClC1=CC=CC=C1 (chlorobenzene). Run at temperature 80 celsius. The product is CS(=O)(=O)N(C)S(=O)(=O)NC(=O)NC1=NC(=CC(=N1)OC)OC (1-[(N-Methylsulfonyl-N-methylamino)sulfonyl]-3-(4,6-dimethoxy-2-pyrimidyl)urea). The yield is 98.5%. Reaction SMILES: [CH3:1][S:2]([N:5]([S:7]([NH:10][C:11](=[O:15])OCC)(=[O:9])=[O:8])[CH3:6])(=[O:4])=[O:3].[NH2:16][C:17]1[N:22]=[C:21]([O:23][CH3:24])[CH:20]=[C:19]([O:25][CH3:26])[N:18]=1>ClC1C=CC=CC=1>[CH3:1][S:2]([N:5]([S:7]([NH:10][C:11]([NH:16][C:17]1[N:18]=[C:19]([O:25][CH3:26])[CH:20]=[C:21]([O:23][CH3:24])[N:22]=1)=[O:15])(=[O:8])=[O:9])[CH3:6])(=[O:3])=[O:4]. Procedure: 52.0 g of ethyl (N-methylsulfonyl-N-methylamino)sulfonylcarbamate are dissolved in 500 ml of chlorobenzene, 31.0 g of 2-amino-4,6-dimethoxypyrimidine are added at room temperature with stirring, and the mixture is heated at 80° C. for 3 hours. After cooling to 0° C., the precipitate is filtered off and washed with 100 ml of chlorobenzene. 72.7 g of the desired product of a purity of 98.5% are obtained, which corresponds to a yield of 97.2% of theory. The melting point of the product is 185°-186°... Starting materials: IC1=CC=CC=C1 (iodobenzene), C([O-])([O-])=O.[K+].[K+] (potassium carbonate), O=C1C(CNC2=C(N1)C=CC=C2)NC(=O)OCC2=CC=CC=C2 (2-Oxo-3-benzyloxycarbonylamino-1,3,4,5-tetrahydro-2H-1,5-benzodiazepine). The reagents and catalysts are [Cu] (copper), [Cu](I)I (copper iodide). Run in CN(C=O)C (N,N-dimethylformamide). Run at temperature 150 celsius, time 2 hour. Yields the product C1(=CC=CC=C1)N1C(C(CNC2=C1C=CC=C2)NC(=O)OCC2=CC=CC=C2)=O (1-phenyl-2-oxo-3-benzyloxycarbonylamino-1,3,4,5-tetrahydro-2H-1,5-benzodiazepine). Isolated yield 58.2%. Reaction SMILES: [O:1]=[C:2]1[NH:8][C:7]2[CH:9]=[CH:10][CH:11]=[CH:12][C:6]=2[NH:5][CH2:4][CH:3]1[NH:13][C:14]([O:16][CH2:17][C:18]1[CH:23]=[CH:22][CH:21]=[CH:20][CH:19]=1)=[O:15].I[C:25]1[CH:30]=[CH:29][CH:28]=[CH:27][CH:26]=1.C(=O)([O-])[O-].[K+].[K+]>CN(C)C=O.[Cu].[Cu](I)I>[C:25]1([N:8]2[C:7]3[CH:9]=[CH:10][CH:11]=[CH:12][C:6]=3[NH:5][CH2:4][CH:3]([NH:13][C:14]([O:16][CH2:17][C:18]3[CH:23]=[CH:22][CH:21]=[CH:20][CH:19]=3)=[O:15])[C:2]2=[O:1])[CH:30]=[CH:29][CH:28]=[CH:27][CH:26]=1 |f:2.3.4|. Reported procedure: 2-Oxo-3-benzyloxycarbonylamino-1,3,4,5-tetrahydro-2H-1,5-benzodiazepine (1.38 g) was dissolved in N,N-dimethylformamide (20 ml), iodobenzene (1.36 g), copper powder (286 mg), copper iodide (446 mg) and potassium carbonate (622 mg) were added, the mixture was stirred at 150° C. for 2 hours. The insoluble material was removed by filtration, the filtrate was concentrated under reduced pressure, and the residue was purified by silica gel column chromatography (n-hexane:ethyl acetate=2:1), to thereby... Starting materials: C1CCOC1, C[Si](C)(C)[N-][Si](C)(C)C, Cl, O=C1Cc2cc(F)ccc2N1, [Li+], O=C1OC(c2ccccc2)c2sccc21. Product: O=C1Nc2ccc(F)cc2C1=C1OC(c2ccccc2)c2sccc21. Reaction SMILES: [CH2:38]1[O:39][CH2:40][CH2:41][CH2:42]1.[CH3:12][Si:13]([N-:14][Si:15]([CH3:16])([CH3:17])[CH3:18])([CH3:19])[CH3:20].[ClH:37].[F:1][c:2]1[cH:3][c:4]2[c:8]([cH:9][cH:10]1)[NH:7][C:6](=[O:11])[CH2:5]2.[Li+:21].[c:22]1([CH:28]2[O:29][C:30](=[O:36])[c:31]3[c:32]2[s:33][cH:34][cH:35]3)[cH:23][cH:24][cH:25][cH:26][cH:27]1>>[F:1][c:2]1[cH:3][c:4]2[c:8]([cH:9][cH:10]1)[NH:7][C:6](=[O:11])[C:5]2=[C:30]1[O:29][CH:28]([c:22]2[cH:23][cH:24][cH:25][cH:26][cH:27]2)[c:32]2[c:31]1[cH:35][cH:34][s:33]2. Starting materials: C#CCO, CCNCC, CN1CCc2cc(I)cc3c(=O)c(C(=O)NCc4ccc(Cl)cc4)cn1c23, [I-]. The product is CN1CCc2cc(C#CCO)cc3c(=O)c(C(=O)NCc4ccc(Cl)cc4)cn1c23. As a reaction SMILES: [CH2:29]([C:30]#[CH:31])[OH:32].[CH2:33]([NH:34][CH2:35][CH3:36])[CH3:37].[Cl:1][c:2]1[cH:3][cH:4][c:5]([CH2:6][NH:7][C:8](=[O:9])[c:10]2[c:11](=[O:25])[c:12]3[cH:13][c:14]([I:24])[cH:15][c:16]4[c:21]3[n:20]([cH:22]2)[N:19]([CH3:23])[CH2:18][CH2:17]4)[cH:26][cH:27]1.[I-:28]>>[Cl:1][c:2]1[cH:3][cH:4][c:5]([CH2:6][NH:7][C:8](=[O:9])[c:10]2[c:11](=[O:25])[c:12]3[cH:13][c:14]([C:31]#[C:30][CH2:29][OH:32])[cH:15][c:16]4[c:21]3[n:20]([cH:22]2)[N:19]([CH3:23])[CH2:18][CH2:17]4)[cH:26][cH:27]1. The reactants are CON=C1CCN(C(=N)CCl)C1, Cl, Cl, [Na+], [Na+], [Na+], O, [O-]P([O-])([O-])=S. The product is Cl, CON=C1CCN(C(=N)CS)C1. As a reaction SMILES: [CH3:10][O:11][N:12]=[C:13]1[CH2:14][N:15]([C:18]([CH2:19][Cl:20])=[NH:21])[CH2:16][CH2:17]1.[ClH:22].[ClH:9].[Na+:6].[Na+:7].[Na+:8].[OH2:23].[P:1]([O-:2])([O-:3])([O-:4])=[S:5]>>[ClH:20].[SH:5][CH2:19][C:18]([N:15]1[CH2:14][C:13](=[N:12][O:11][CH3:10])[CH2:17][CH2:16]1)=[NH:21]. Starting materials: BrCCN1C(C(CC1)C)C (1-(2-bromoethyl)-2,3-dimethylpyrrolidine), Cl.ClC1=CC=C(C=C1)NN (4-chlorophenylhydrazine hydrochloride), CN1CCC(CC1)=O (N-methyl-4-piperidone). The solvent is C(C)N(CC)CC (triethylamine). The product is ClC1=CC=2C3=C(N(C2C=C1)CCN1C(C(CC1)C)C)CCN(C3)C (8-chloro-2,3,4,5-tetrahydro-2-methyl-5-(2-(2,3-dimethylpyrrolidin-1-yl)ethyl)-1H-pyrido[4,3-b]indole). Reaction SMILES: Br[CH2:2][CH2:3][N:4]1[CH2:8][CH2:7][CH:6]([CH3:9])[CH:5]1[CH3:10].Cl.[Cl:12][C:13]1[CH:18]=[CH:17][C:16]([NH:19]N)=[CH:15][CH:14]=1.[CH3:21][N:22]1[CH2:27][CH2:26][C:25](=O)[CH2:24][CH2:23]1>C(N(CC)CC)C>[Cl:12][C:13]1[CH:18]=[CH:17][C:16]2[N:19]([CH2:2][CH2:3][N:4]3[CH2:8][CH2:7][CH:6]([CH3:9])[CH:5]3[CH3:10])[C:25]3[CH2:26][CH2:27][N:22]([CH3:21])[CH2:23][C:24]=3[C:15]=2[CH:14]=1 |f:1.2|. Reported procedure: The title compound is prepared by following Method 8 by using 1-(2-bromoethyl)-2,3-dimethylpyrrolidine, 4-chlorophenylhydrazine hydrochloride, triethylamine and N-methyl-4-piperidone Reactants: ClC=1C(=CC(NC1)=O)O (5-chloro-4-hydroxy-2-pyridone), C(CCC)(=O)OCl (butanoyloxy chloride). The product is C(CCC)(=O)OC1=CC(NC=C1Cl)=O (4-butanoyloxy-5-chloro-2-pyridone). Isolated yield 12.8%. Reaction SMILES: [Cl:1][C:2]1[C:3]([OH:9])=[CH:4][C:5](=[O:8])[NH:6][CH:7]=1.[C:10](OCl)(=[O:14])[CH2:11][CH2:12][CH3:13]>>[C:10]([O:9][C:3]1[C:2]([Cl:1])=[CH:7][NH:6][C:5](=[O:8])[CH:4]=1)(=[O:14])[CH2:11][CH2:12][CH3:13]. Reported procedure: The general procedure of Example 3 was followed using 2.00 g of 5-chloro-4-hydroxy-2-pyridone and 2.20 g of butanoyloxy chloride, thereby producing 0.38 g of the title compound in a yield of 13%. The reactants are BrCC(=O)C1=C(C=C(C(=C1)C)[N+](=O)[O-])C (2-bromo-1-(2,5-dimethyl-4-nitrophenyl)ethanone), C(C)(N)=S (ethanethioamide), CC1=C(C=C(C(=C1)[N+](=O)[O-])C)C=1N=C(SC1)C (4-(2,5-dimethyl-4-nitrophenyl)-2-methylthiazole). Reagents/catalysts: [Pd] (Pd/C). The solvent is C(C)O (ethanol), CO (methanol). Conditions: temperature 150 celsius, time 8 hour. Product: CC1=C(N)C=C(C(=C1)C=1N=C(SC1)C)C (2,5-dimethyl-4-(2-methylthiazol-4-yl)aniline). Reaction SMILES: BrCC(C1C=C(C)C([N+]([O-])=O)=CC=1C)=O.C(=S)(N)C.[CH3:20][C:21]1[CH:26]=[C:25]([N+:27]([O-])=O)[C:24]([CH3:30])=[CH:23][C:22]=1[C:31]1[N:32]=[C:33]([CH3:36])[S:34][CH:35]=1>C(O)C.CO.[Pd]>[CH3:30][C:24]1[CH:23]=[C:22]([C:31]2[N:32]=[C:33]([CH3:36])[S:34][CH:35]=2)[C:21]([CH3:20])=[CH:26][C:25]=1[NH2:27]. Procedure: A mixture of 2-bromo-1-(2,5-dimethyl-4-nitrophenyl)ethanone (70 mg, 0.26 mmol) and ethanethioamide (30 mg, 0.4 mmol) in ethanol (2 mL) was heated in a microwave at 150° C. for 20 min. The obtained 4-(2,5-dimethyl-4-nitrophenyl)-2-methylthiazole was dissolved in methanol (10 mL). To the solution was added Pd/C (10%). The reaction mixture was degassed and purged with H2 for several times and stirred under 1 atm. hydrogen gas overnight. The mixture was filtered and concentrated to afford 2,5-dimeth... Reactants: Polyphosphoric acid, C(O)([O-])=O.[Na+] (sodium hydrogen carbonate), NC1=NC=C(C=C1N)Br (2,3-diamino-5-bromopyridine), ClC1=NC=C(C(=O)O)C=C1 (6-chloronicotinic acid). Conditions: temperature 140 celsius, time 8 hour. Product: BrC=1C=C2C(=NC1)NC(=N2)C=2C=CC(=NC2)O (5-(6-Bromo-3H-imidazo[45-b]pyridin-2-yl)pyridin-2-ol). The yield is 53.0%. RXN SMILES: [NH2:1][C:2]1[C:7]([NH2:8])=[CH:6][C:5]([Br:9])=[CH:4][N:3]=1.Cl[C:11]1[CH:19]=[CH:18][C:14]([C:15](O)=O)=[CH:13][N:12]=1.C(=O)([O-])[OH:21].[Na+]>>[Br:9][C:5]1[CH:6]=[C:7]2[N:8]=[C:15]([C:14]3[CH:18]=[CH:19][C:11]([OH:21])=[N:12][CH:13]=3)[NH:1][C:2]2=[N:3][CH:4]=1 |f:2.3|. Procedure: Polyphosphoric acid (3 g) was heated to 140° C. and 2,3-diamino-5-bromopyridine (417 mg, 2.22-mmol) and 6-chloronicotinic acid (525 mg, 3.33 mmol) were added. The reaction mixture was stirred overnight at 140° C. After cooling, ice was added and the pH adjusted to 7 with a saturated solution of sodium hydrogen carbonate. A precipitate was formed which was filtered off and washed with ethyl acetate to afford the title compound (341 mg, 53%).